Dataset: the Open Reaction Database (ORD), a public repository of structured organic reaction records. Task: describe an organic reaction: reactants, conditions, products, and yield Reactants: COC(=O)C(Br)c1ccc(I)cc1, CO, Oc1ccccc1. Product: COC(=O)C(Oc1ccccc1)c1ccc(I)cc1. Reaction SMILES: [Br:1][CH:2]([C:3](=[O:4])[O:5][CH3:6])[c:7]1[cH:8][cH:9][c:10]([I:13])[cH:11][cH:12]1.[CH3:21][OH:22].[OH:14][c:15]1[cH:16][cH:17][cH:18][cH:19][cH:20]1>>[CH:2]([C:3](=[O:4])[O:5][CH3:6])([c:7]1[cH:8][cH:9][c:10]([I:13])[cH:11][cH:12]1)[O:14][c:15]1[cH:16][cH:17][cH:18][cH:19][cH:20]1.